This data is from the Open Reaction Database (ORD), a public repository of structured organic reaction records. The task is: describe an organic reaction: reactants, conditions, products, and yield Starting materials: Cl.C/C(/COC1CNC1)=C\C ((E)-3-(2-Methylbut-2-enyloxy)azetidine hydrochloride), CCN=C=NCCCN(C)C (EDCI), C=1C=CC2=C(C1)N=NN2O (HOBt), C(C)(C)N(CC)C(C)C (diisopropylethylamine), Cl.O=C1CCC=2C=C(C=NC2N1)/C=C/C(=O)O ((E)-3-(7-oxo-5,6,7,8-tetrahydro-1,8-naphthyridin-3-yl)-acrylic acid hydrochloride). Solvent: CN(C=O)C (dimethylformamide), O (water), C(C)(=O)OCC (ethyl acetate). Run at time 8 hour. The product is C/C(/COC1CN(C1)C(/C=C/C=1C=C2CCC(NC2=NC1)=O)=O)=C\C (6-((E)-3-(3-((E)-2-Methylbut-2-enyloxy)azetidin-1-yl)-3-oxoprop-1-enyl)-3,4-dihydro-1,8-naphthyridin-2(1H)-one), solid. Isolated yield 21.0%. As a reaction SMILES: Cl.[CH3:2]/[C:3](=[CH:10]\[CH3:11])/[CH2:4][O:5][CH:6]1[CH2:9][NH:8][CH2:7]1.CCN=C=NCCCN(C)C.C1C=CC2N(O)N=NC=2C=1.C(N(C(C)C)CC)(C)C.Cl.[O:43]=[C:44]1[NH:53][C:52]2[N:51]=[CH:50][C:49](/[CH:54]=[CH:55]/[C:56](O)=[O:57])=[CH:48][C:47]=2[CH2:46][CH2:45]1>CN(C)C=O.O.C(OCC)(=O)C>[CH3:2]/[C:3](=[CH:10]\[CH3:11])/[CH2:4][O:5][CH:6]1[CH2:9][N:8]([C:56](=[O:57])/[CH:55]=[CH:54]/[C:49]2[CH:48]=[C:47]3[C:52](=[N:51][CH:50]=2)[NH:53][C:44](=[O:43])[CH2:45][CH2:46]3)[CH2:7]1 |f:0.1,5.6|. Procedure details: (E)-3-(2-Methylbut-2-enyloxy)azetidine hydrochloride (168 mg, 0.94 mmol), EDCI (182 mg, 0.94 mmol), HOBt (132 mg, 0.94 mmol) and diisopropylethylamine (276 μL, 1.58 mmol) were successively added to a solution of (E)-3-(7-oxo-5,6,7,8-tetrahydro-1,8-naphthyridin-3-yl)-acrylic acid hydrochloride (161 mg, 0.63 mmol) in dimethylformamide (12 mL) at room temperature. The reaction mixture was stirred overnight then diluted by addition of ethyl acetate (40 mL) and water (40 mL). The aqueous layer was se... The reactants are C(C1=CC=CC=C1)N([C@@H]1CC[C@H](CC1)C1=CC=C(C(=O)O)C=C1)C[C@@H](COC1=CC(=C(C=C1)OCC1=CC=CC=C1)S(=O)(=O)C)O (trans-4-[4-(benzyl{(2S)-3-[4-(benzyloxy)-3-(methylsulfonyl)phenoxy]-2-hydroxypropyl}amino)cyclohexyl]benzoic acid), ON1N=NC2=C1C=CC=C2 (1-hydroxybenzotriazole), Cl.C(C)N=C=NCCCN(C)C (1-ethyl-3-(3-dimethylaminopropyl)carbodiimide hydrochloride), FC1=CC=C(CN)C=C1 (4-fluorobenzylamine). The solvent is ClCCl (dichloromethane), C(C)#N (acetonitrile), C(C)N(CC)CC (triethylamine). Run at time 48 hour. Product: C(C1=CC=CC=C1)N([C@@H]1CC[C@H](CC1)C1=CC=C(C(=O)NCC2=CC=C(C=C2)F)C=C1)C[C@@H](COC1=CC(=C(C=C1)OCC1=CC=CC=C1)S(=O)(=O)C)O (trans-4-[4-(Benzyl{(2S)-3-[4-(benzyloxy)-3-(methylsulfonyl)phenoxy]-2-hydroxypropyl}amino)cyclohexyl]-N-(4-fluorobenzyl)benzamide). Yield: 70.1%. Reaction SMILES: [CH2:1]([N:8]([CH2:24][C@H:25]([OH:46])[CH2:26][O:27][C:28]1[CH:33]=[CH:32][C:31]([O:34][CH2:35][C:36]2[CH:41]=[CH:40][CH:39]=[CH:38][CH:37]=2)=[C:30]([S:42]([CH3:45])(=[O:44])=[O:43])[CH:29]=1)[C@H:9]1[CH2:14][CH2:13][C@H:12]([C:15]2[CH:23]=[CH:22][C:18]([C:19](O)=[O:20])=[CH:17][CH:16]=2)[CH2:11][CH2:10]1)[C:2]1[CH:7]=[CH:6][CH:5]=[CH:4][CH:3]=1.ON1C2C=CC=CC=2N=N1.Cl.C(N=C=NCCCN(C)C)C.[F:69][C:70]1[CH:77]=[CH:76][C:73]([CH2:74][NH2:75])=[CH:72][CH:71]=1>ClCCl.C(#N)C.C(N(CC)CC)C>[CH2:1]([N:8]([CH2:24][C@H:25]([OH:46])[CH2:26][O:27][C:28]1[CH:33]=[CH:32][C:31]([O:34][CH2:35][C:36]2[CH:37]=[CH:38][CH:39]=[CH:40][CH:41]=2)=[C:30]([S:42]([CH3:45])(=[O:43])=[O:44])[CH:29]=1)[C@H:9]1[CH2:10][CH2:11][C@H:12]([C:15]2[CH:16]=[CH:17][C:18]([C:19]([NH:75][CH2:74][C:73]3[CH:76]=[CH:77][C:70]([F:69])=[CH:71][CH:72]=3)=[O:20])=[CH:22][CH:23]=2)[CH2:13][CH2:14]1)[C:2]1[CH:3]=[CH:4][CH:5]=[CH:6][CH:7]=1 |f:2.3|. Procedure: A solution of 0.3 g (0.441 mmol) of trans-4-[4-(benzyl{(2S)-3-[4-(benzyloxy)-3-(methylsulfonyl)phenoxy]-2-hydroxypropyl}amino)cyclohexyl]benzoic acid (preparation 4), of 0.78 g (0.91 mmol) of 1-hydroxybenzotriazole, of 0.169 g (0.88 mmol) of 1-ethyl-3-(3-dimethylaminopropyl)carbodiimide hydrochloride, of 0.184 ml of triethylamine and of 0.11 g (0.88 mmol) of 4-fluorobenzylamine in a mixture of 4 ml of dichloromethane and 0.8 ml of acetonitrile is stirred for 48 h. The solvents are evaporated und... Reactants: SC1=NN=C(N1C1=CC=CC=C1)CCCCC (3-mercapto-5-n-pentyl-4-phenyl-1,2,4-triazole), CC(CC(C)(C)C)(C)C=1C(C=CC(C1)=O)=O (2-(1,1,3,3-tetramethylbutyl)benzoquinone). The solvent is CO (methanol). Yields the product C(CCCC)C=1N(C(=NN1)SC1=C(O)C=C(C(=C1)O)C(CC(C)(C)C)(C)C)C1=CC=CC=C1 (2-(5-n-pentyl-4-phenyl-1,2,4-triazol-3-ylthio)-5-(1,1,3,3-tetramethylbutyl)hydroquinone). Isolated yield 20.3%. RXN SMILES: [SH:1][C:2]1[N:6]([C:7]2[CH:12]=[CH:11][CH:10]=[CH:9][CH:8]=2)[C:5]([CH2:13][CH2:14][CH2:15][CH2:16][CH3:17])=[N:4][N:3]=1.[CH3:18][C:19]([C:26]1[C:27](=[O:33])[CH:28]=[CH:29][C:30](=[O:32])[CH:31]=1)([CH3:25])[CH2:20][C:21]([CH3:24])([CH3:23])[CH3:22]>CO>[CH2:13]([C:5]1[N:6]([C:7]2[CH:12]=[CH:11][CH:10]=[CH:9][CH:8]=2)[C:2]([S:1][C:29]2[CH:28]=[C:27]([OH:33])[C:26]([C:19]([CH3:25])([CH3:18])[CH2:20][C:21]([CH3:24])([CH3:23])[CH3:22])=[CH:31][C:30]=2[OH:32])=[N:3][N:4]=1)[CH2:14][CH2:15][CH2:16][CH3:17]. Procedure details: 13 g of 3-mercapto-5-n-pentyl-4-phenyl-1,2,4-triazole was dissolved in 200 ml of methanol, and the solution was stirred under ice cooling. To the solution was added 12 g of 2-(1,1,3,3-tetramethylbutyl)benzoquinone in small portions. After the addition, the solution was stirred under ice cooling for 2 hours, and then allowed to stand at room temperature (25°±5° C.) overnight. The methanol was removed under reduced pressure, and 20 ml of diethyl ether was added to the residue. The crystals obtaine... Starting materials: ClC1=CC(=CC=C1)C(=O)OO (3-chloroperbenzoic acid), COC1=CC=C(C=C1)C=1N=C(NC1C1=CC=C(C=C1)OC)SC1=C(C=CC=C1)NC(C)=O (4,5-bis(4-methoxyphenyl)-2-(2-acetoamidophenylthio)imidazole). Solvent: ClCCl (dichloromethane), ClCCl (dichloromethane). Reaction conditions: time 3 hour. Product: COC1=CC=C(C=C1)C=1N=C(NC1C1=CC=C(C=C1)OC)S(=O)C1=C(C=CC=C1)NC(C)=O (4,5-bis(4-methoxyphenyl)-2-(2-acetamidophenylsulfinyl)imidazole). Yield: 85.7%. Reaction SMILES: ClC1C=CC=C(C(OO)=[O:9])C=1.[CH3:12][O:13][C:14]1[CH:19]=[CH:18][C:17]([C:20]2[N:21]=[C:22]([S:33][C:34]3[CH:39]=[CH:38][CH:37]=[CH:36][C:35]=3[NH:40][C:41](=[O:43])[CH3:42])[NH:23][C:24]=2[C:25]2[CH:30]=[CH:29][C:28]([O:31][CH3:32])=[CH:27][CH:26]=2)=[CH:16][CH:15]=1>ClCCl>[CH3:12][O:13][C:14]1[CH:15]=[CH:16][C:17]([C:20]2[N:21]=[C:22]([S:33]([C:34]3[CH:39]=[CH:38][CH:37]=[CH:36][C:35]=3[NH:40][C:41](=[O:43])[CH3:42])=[O:9])[NH:23][C:24]=2[C:25]2[CH:26]=[CH:27][C:28]([O:31][CH3:32])=[CH:29][CH:30]=2)=[CH:18][CH:19]=1. Procedure: A solution of 2.164 g of 3-chloroperbenzoic acid (80%) in 150 ml of dichloromethane is dropped to a solution of 4.46 g of 4,5-bis(4-methoxyphenyl)-2-(2-acetoamidophenylthio)imidazole in 100 ml of dichloromethane. The mixture is stirred for 3 hours at room temperature, the solution washed with sodium bicarbonate solution, dried over sodium sulfate, and concentrated to dryness under vacuum. The residue is chromatographed on 150 g of silica gel with acetone/hexane, thus obtaining 3.96 g of 4,5-bis(... Reactants: ClC=1C=CC2=C(C(=NCC3N2C(=NC3)SC)C3=C(C=CC=C3)F)C1 (8-Chloro-3a,4-dihydro-6-(2-fluorophenyl)-1-methylthio-3H-imidazo[1,5-a][1,4]benzodiazepine), [K+].[Br-] (KBr). The reagents and catalysts are [O-2].[O-2].[Mn+4] (manganese dioxide). Solvent: C1(=CC=CC=C1)C (toluene). The product is ClC=1C=CC2=C(C(=NCC=3N2C(=NC3)SC)C3=C(C=CC=C3)F)C1 (8-Chloro-6-(2-fluorophenyl)-1-methylthio-4H-imidazo[1,5-a][1,4]benzodiazepine). RXN SMILES: [Cl:1][C:2]1[CH:3]=[CH:4][C:5]2[N:11]3[C:12]([S:15][CH3:16])=[N:13][CH2:14][CH:10]3[CH2:9][N:8]=[C:7]([C:17]3[CH:22]=[CH:21][CH:20]=[CH:19][C:18]=3[F:23])[C:6]=2[CH:24]=1.[K+].[Br-]>C1(C)C=CC=CC=1.[O-2].[O-2].[Mn+4]>[Cl:1][C:2]1[CH:3]=[CH:4][C:5]2[N:11]3[C:12]([S:15][CH3:16])=[N:13][CH:14]=[C:10]3[CH2:9][N:8]=[C:7]([C:17]3[CH:22]=[CH:21][CH:20]=[CH:19][C:18]=3[F:23])[C:6]=2[CH:24]=1 |f:1.2,4.5.6|. Reported procedure: A mixture of 2.8 g (7.8 mmol) of the end product of Example 24 and 13 g of activated manganese dioxide in 500 ml of toluene was refluxed overnight. The mixture was filtered through Celite, evaporated in vacuo and the residue treated with ether-petroleum ether to give a tan solid. Recrystallization from methylene chloride-ether gave a white powder, mp 180°-181°: Ir (KBr) 1610 and 1480 cm-1 ; nmr (CDCl3) 2.60 δ (s, 3H), 4.10 (d, J=12Hz, 1H) 5.20 (d, J=12Hz, 1H) and 6.90-7.80 (m, aromatic, 8H); uv ... Starting materials: N1=C(C=CC=C1)C(=O)O (picolinic acid), NC1=NC=CC=C1C1=CC=C(C=C1)O (4-(2-aminopyridin-3-yl)phenol), P(=O)([O-])([O-])[O-].[K+].[K+].[K+] (tripotassium phosphate), IC1=C(C=CC=C1)C (1-iodo-2-methylbenzene). Reagents/catalysts: [Cu]I (Copper(I) iodide). The solvent is CS(=O)C (DMSO). Reaction conditions: temperature 130 celsius, time 5 hour. Product: CC1=C(OC2=CC=C(C=C2)C=2C(=NC=CC2)N)C=CC=C1 (3-(4-(2-methylphenoxy)phenyl)pyridin-2-amine). The yield is 52.9%. Reaction SMILES: N1C=CC=CC=1C(O)=O.[NH2:10][C:11]1[C:16]([C:17]2[CH:22]=[CH:21][C:20]([OH:23])=[CH:19][CH:18]=2)=[CH:15][CH:14]=[CH:13][N:12]=1.P([O-])([O-])([O-])=O.[K+].[K+].[K+].I[C:33]1[CH:38]=[CH:37][CH:36]=[CH:35][C:34]=1[CH3:39]>[Cu]I.CS(C)=O>[CH3:39][C:34]1[CH:35]=[CH:36][CH:37]=[CH:38][C:33]=1[O:23][C:20]1[CH:21]=[CH:22][C:17]([C:16]2[C:11]([NH2:10])=[N:12][CH:13]=[CH:14][CH:15]=2)=[CH:18][CH:19]=1 |f:2.3.4.5|. Reported procedure: Copper(I) iodide (102 mg) was added to a mixture of picolinic acid (66.1 mg), 4-(2-aminopyridin-3-yl)phenol (500 mg), tripotassium phosphate (1710 mg), 1-iodo-2-methylbenzene (703 mg) and DMSO (8 mL). The mixture was stirred at 130° C. under nitrogen for 5 hr. Activated carbon was added and the insoluble solid was removed by filtration through NH-silica gel/Celite pad (eluted with EtOAc). Water was added and the extracted organic layer was washed with brine. Silica-gel was added to the organic l... The reactants are C(=O)(OC)C1=CC(=C(OC2=C(C=CC3=C2OCO3)CC(=O)OCC)C=C1)CCC (ethyl 2-(4-carbomethoxy-2-propylphenoxy)-3,4-methylenedioxyphenylacetate), [OH-].[Na+] (NaOH). The solvent is CO (MeOH). Product: C(=O)(OC)C1=CC(=C(OC2=C(C=CC3=C2OCO3)CC(=O)O)C=C1)CCC (2-(4-carbomethoxy-2-propylphenoxy)-3,4-methylenedioxyphenylacetic acid). As a reaction SMILES: [C:1]([C:5]1[CH:26]=[CH:25][C:8]([O:9][C:10]2[C:15]3[O:16][CH2:17][O:18][C:14]=3[CH:13]=[CH:12][C:11]=2[CH2:19][C:20]([O:22]CC)=[O:21])=[C:7]([CH2:27][CH2:28][CH3:29])[CH:6]=1)([O:3][CH3:4])=[O:2].[OH-].[Na+]>CO>[C:1]([C:5]1[CH:26]=[CH:25][C:8]([O:9][C:10]2[C:15]3[O:16][CH2:17][O:18][C:14]=3[CH:13]=[CH:12][C:11]=2[CH2:19][C:20]([OH:22])=[O:21])=[C:7]([CH2:27][CH2:28][CH3:29])[CH:6]=1)([O:3][CH3:4])=[O:2] |f:1.2|. Reported procedure: To ethyl 2-(4-carbomethoxy-2-propylphenoxy)-3,4-methylenedioxyphenylacetate (Step A of Example 56) (2.04 g, 5.10 mmol) in MeOH (40 mL) was added 5 N NaOH (8 mL). The rapid reaction was followed immediately by TLC to monitor mono deesterification. The reaction was quenched with 9 N HCl (4.5 mL) after loss of the ethyl ester and before methyl ester saponification. A saturated solution of NaHCO3 was added to the reaction until it was basic and the MeOH was removed in vacuo. The residue was partitio... The reactants are CO, CC(C)OC(=O)Cl, ClCCl, Cl, Cl, Cl, Nc1nc(-c2nn(Cc3ccccc3F)c3ncccc23)nc(N)c1N, c1ccncc1. Product: CC(C)OC(=O)Nc1c(N)nc(-c2nn(Cc3ccccc3F)c3ncccc23)nc1N. RXN SMILES: [CH3:43][OH:44].[Cl:36][C:37](=[O:38])[O:39][CH:40]([CH3:41])[CH3:42].[Cl:45][CH2:46][Cl:47].[ClH:1].[ClH:2].[ClH:3].[F:4][c:5]1[c:6]([CH2:7][n:8]2[n:9][c:10](-[c:17]3[n:18][c:19]([NH2:25])[c:20]([NH2:24])[c:21]([NH2:23])[n:22]3)[c:11]3[c:12]2[n:13][cH:14][cH:15][cH:16]3)[cH:26][cH:27][cH:28][cH:29]1.[cH:30]1[cH:31][cH:32][n:33][cH:34][cH:35]1>>[F:4][c:5]1[c:6]([CH2:7][n:8]2[n:9][c:10](-[c:17]3[n:18][c:19]([NH2:25])[c:20]([NH:24][C:37](=[O:38])[O:39][CH:40]([CH3:41])[CH3:42])[c:21]([NH2:23])[n:22]3)[c:11]3[c:12]2[n:13][cH:14][cH:15][cH:16]3)[cH:26][cH:27][cH:28][cH:29]1.